From a dataset of the Open Reaction Database (ORD), a public repository of structured organic reaction records. describe an organic reaction: reactants, conditions, products, and yield The reactants are CO, Cl, [K+], [K+], O=C([O-])[O-], O, CCOC(=O)C(=O)c1c[nH]c2c(-n3cnc(CO)n3)ncc(OC)c12. Yields the product COc1cnc(-n2cnc(CO)n2)c2[nH]cc(C(=O)C(=O)O)c12. RXN SMILES: [CH3:33][OH:34].[ClH:32].[K+:26].[K+:27].[O-:28][C:29]([O-:30])=[O:31].[OH2:35].[OH:1][CH2:2][c:3]1[n:4][n:5](-[c:8]2[n:9][cH:10][c:11]([O:24][CH3:25])[c:12]3[c:13]2[nH:14][cH:15][c:16]3[C:17]([C:18](=[O:19])[O:20][CH2:21][CH3:22])=[O:23])[cH:6][n:7]1>>[OH:1][CH2:2][c:3]1[n:4][n:5](-[c:8]2[n:9][cH:10][c:11]([O:24][CH3:25])[c:12]3[c:13]2[nH:14][cH:15][c:16]3[C:17]([C:18](=[O:19])[OH:20])=[O:23])[cH:6][n:7]1. The reactants are ClC1=CC(=C(C=C1F)C=1NC(C2=C(N1)CN(C2)C(=O)OC(C)(C)C)=O)F (tert-butyl 2-(4-chloro-2,5-difluorophenyl)-4-oxo-3,5,6,7-tetrahydro-4H-pyrrolo[3,4-d]pyrimidine-6-carboxylate), C(Cl)(Cl)Cl (chloroform), CO (MeOH), Cl (hydrogen chloride), resultant mixture. Solvent: C(C)(=O)OCC (ethyl acetate). The product is Cl.ClC1=CC(=C(C=C1F)C=1NC(C2=C(N1)CNC2)=O)F (2-(4-chloro-2,5-difluorophenyl)-3,5,6,7-tetrahydro-4H-pyrrolo[3,4-d]pyrimidin-4-one hydrochloride). As a reaction SMILES: [Cl:1][C:2]1[C:7]([F:8])=[CH:6][C:5]([C:9]2[NH:10][C:11](=[O:25])[C:12]3[CH2:17][N:16](C(OC(C)(C)C)=O)[CH2:15][C:13]=3[N:14]=2)=[C:4]([F:26])[CH:3]=1.C(Cl)(Cl)Cl.CO.Cl>C(OCC)(=O)C>[ClH:1].[Cl:1][C:2]1[C:7]([F:8])=[CH:6][C:5]([C:9]2[NH:10][C:11](=[O:25])[C:12]3[CH2:17][NH:16][CH2:15][C:13]=3[N:14]=2)=[C:4]([F:26])[CH:3]=1 |f:5.6|. Procedure details: To a mixture of tert-butyl 2-(4-chloro-2,5-difluorophenyl)-4-oxo-3,5,6,7-tetrahydro-4H-pyrrolo[3,4-d]pyrimidine-6-carboxylate, chloroform, and MeOH, 4M hydrogen chloride (HCl) in ethyl acetate (EtOAc) solution was added, and the resultant mixture was stirred at ambient temperature for 5 hours to yield 2-(4-chloro-2,5-difluorophenyl)-3,5,6,7-tetrahydro-4H-pyrrolo[3,4-d]pyrimidin-4-one hydrochloride. Starting materials: CC(=O)O[BH-](OC(C)=O)OC(C)=O, COc1ccc(C=O)cc1, CCOCC, CCCCCC, CC(=O)O, ClCCCl, CC(C)(N)CO, [Na+]. Yields the product COc1ccc(CNC(C)(C)CO)cc1. As a reaction SMILES: [C:21]([O:22][BH-:23]([O:24][C:25](=[O:26])[CH3:27])[O:28][C:29](=[O:30])[CH3:31])(=[O:32])[CH3:33].[CH3:11][O:12][c:13]1[cH:14][cH:15][c:16]([CH:17]=[O:18])[cH:19][cH:20]1.[CH3:39][CH2:40][O:41][CH2:42][CH3:43].[CH3:44][CH2:45][CH2:46][CH2:47][CH2:48][CH3:49].[CH3:7][C:8](=[O:9])[OH:10].[Cl:35][CH2:36][CH2:37][Cl:38].[NH2:1][C:2]([CH2:3][OH:4])([CH3:5])[CH3:6].[Na+:34]>>[NH:1]([C:2]([CH2:3][OH:4])([CH3:5])[CH3:6])[CH2:17][c:16]1[cH:15][cH:14][c:13]([O:12][CH3:11])[cH:20][cH:19]1. Reactants: C1OC=2C=C(CCN)C=CC2OC1 (3,4-ethylenedioxyphenethylamine), ClC=1C2=C(N=C(N1)C1=NC=CN=C1)SC(=C2)CC (4-chloro-2-(pyrazin-2-yl)-6-ethyl-thieno-[2,3-d]-pyrimidine). Yields the product N1=C(C=NC=C1)C=1N=C(C2=C(N1)SC(=C2)CC)NCCC2=CC1=C(C=C2)OCCO1 (2-(pyrazin-2-yl)-4-(3,4-ethylenedioxyphenethylamino)-6-ethyl-thieno-[2,3-d]-pyrimidine). Reaction SMILES: [CH2:1]1[CH2:13][O:12][C:11]2[CH:10]=[CH:9][C:5]([CH2:6][CH2:7][NH2:8])=[CH:4][C:3]=2[O:2]1.Cl[C:15]1[C:16]2[CH:29]=[C:28]([CH2:30][CH3:31])[S:27][C:17]=2[N:18]=[C:19]([C:21]2[CH:26]=[N:25][CH:24]=[CH:23][N:22]=2)[N:20]=1>>[N:22]1[CH:23]=[CH:24][N:25]=[CH:26][C:21]=1[C:19]1[N:20]=[C:15]([NH:8][CH2:7][CH2:6][C:5]2[CH:9]=[CH:10][C:11]3[O:12][CH2:13][CH2:1][O:2][C:3]=3[CH:4]=2)[C:16]2[CH:29]=[C:28]([CH2:30][CH3:31])[S:27][C:17]=2[N:18]=1. Procedure: With the procedure of Example 1, the reaction of 3,4-ethylenedioxyphenethylamine with 4-chloro-2-(pyrazin-2-yl)-6-ethyl-thieno-[2,3-d]-pyrimidine yields 2-(pyrazin-2-yl)-4-(3,4-ethylenedioxyphenethylamino)-6-ethyl-thieno-[2,3-d]-pyrimidine. Starting materials: C(C)(C)(C)C=1C=C(C=C(C1O)C)CCC(=O)OC (Methyl 3-(3-tert-butyl-5-methyl-4-hydroxyphenyl)propionate), C(CCCCCCCCCCCCCCCCC)O (octadecyl alcohol). Reagents/catalysts: C(CCC)[Sn](CCCC)=O (dibutyltin oxide). Run in C1(=CC=CC=C1)C (toluene). The product is C(C)(C)(C)C=1C=C(C=C(C1O)C)CCC(=O)OCCCCCCCCCCCCCCCCCC (octadecyl 3-(3-tert-butyl-5-methyl-4-hydroxyphenyl)propionate). Isolated yield 99.5%. As a reaction SMILES: [C:1]([C:5]1[CH:6]=[C:7]([CH2:13][CH2:14][C:15]([O:17][CH3:18])=[O:16])[CH:8]=[C:9]([CH3:12])[C:10]=1[OH:11])([CH3:4])([CH3:3])[CH3:2].[CH2:19](O)[CH2:20][CH2:21][CH2:22][CH2:23][CH2:24][CH2:25][CH2:26][CH2:27][CH2:28][CH2:29][CH2:30][CH2:31][CH2:32][CH2:33][CH2:34][CH2:35]C>C1(C)C=CC=CC=1.C([Sn](=O)CCCC)CCC>[C:1]([C:5]1[CH:6]=[C:7]([CH2:13][CH2:14][C:15]([O:17][CH2:18][CH2:35][CH2:34][CH2:33][CH2:32][CH2:31][CH2:30][CH2:29][CH2:28][CH2:27][CH2:26][CH2:25][CH2:24][CH2:23][CH2:22][CH2:21][CH2:20][CH3:19])=[O:16])[CH:8]=[C:9]([CH3:12])[C:10]=1[OH:11])([CH3:4])([CH3:2])[CH3:3]. Procedure: Methyl 3-(3-tert-butyl-5-methyl-4-hydroxyphenyl)propionate (70.0 g), octadecyl alcohol (76.3 g) and dibutyltin oxide (0.74 g) were dissolved in toluene (70 ml), after which the mixture was heated, and the solvent (200 ml) was distilled off while adding toluene. The toluene was distilled off from the reaction mixture and the residue was purified by column chromatography to give octadecyl 3-(3-tert-butyl-5-methyl-4-hydroxyphenyl)propionate (136.0 g), m.p. 58°-59° C. Starting materials: C(C)(C)(C)OC(=O)N1CCC(CC1)=O (4-Oxo-piperidine-1-carboxylic acid tert-butyl ester), OC1CCNCC1 (4-hydroxypiperidine), C(C)(=O)O[BH-](OC(C)=O)OC(C)=O.[Na+] (Sodium triacetoxyborohydride), Cl (hydrochloric acid). Run in ClC(C)Cl (dichloroethane), C(C)(=O)O (acetic acid), CO (methanol). Run at time 8 hour. The product is N1(CCC(CC1)O)C1CCNCC1 ([1,4′]Bipiperidinyl-4-ol), hydrochloride salt. As a reaction SMILES: C(O[C:6]([N:8]1[CH2:13][CH2:12][C:11](=[O:14])[CH2:10][CH2:9]1)=O)(C)(C)C.OC1[CH2:21][CH2:20][NH:19][CH2:18][CH2:17]1.C(O[BH-](OC(=O)C)OC(=O)C)(=O)C.[Na+].Cl>ClC(Cl)C.CO.C(O)(=O)C>[N:8]1([CH:6]2[CH2:21][CH2:20][NH:19][CH2:18][CH2:17]2)[CH2:9][CH2:10][CH:11]([OH:14])[CH2:12][CH2:13]1 |f:2.3|. Procedure details: 4-Oxo-piperidine-1-carboxylic acid tert-butyl ester (20 g) and 4-hydroxypiperidine (6.7 g) were stirred together in dichloroethane (200 ml) with acetic acid (4 ml) at RT for 30 minutes. Sodium triacetoxyborohydride (23 g) was then added and the mixture stirred at RT overnight. The mixture was evaporated to dryness and the residue taken into water, extracted with diethyl ether (3×200 ml), the aqueous was basified to pH 9–10 and extracted with dichloromethane (3×200 ml). The dichloromethane extrac...